This data is from the Open Reaction Database (ORD), a public repository of structured organic reaction records. The task is: describe an organic reaction: reactants, conditions, products, and yield Starting materials: Cl.O(C)N (methoxylamine hydrochloride), ice, CN(C(C(F)(F)F)=O)OC (N-Methyl-N-methoxytrifluoroacetamide), BrC=1C=NC=CC1 (3-Bromopyridine), C(CCC)[Li] (n-butyl lithium), solution. Solvent: C1(=CC=CC=C1)C (toluene), CCOCC (ether), CCOCC (ether), CCCCCC (hexane), CCOCC (ether). Yields the product CO\N=C(\C(F)(F)F)/C=1C=NC=CC1 (E-3-(α,α,α-Trifluoroacetyl)pyridine-O-methyl oxime). Isolated yield 79.9%. As a reaction SMILES: Br[C:2]1[CH:3]=[N:4][CH:5]=[CH:6][CH:7]=1.C([Li])CCC.C[N:14]([O:21][CH3:22])[C:15](=O)[C:16]([F:19])([F:18])[F:17].Cl.O(N)C>CCOCC.CCCCCC.C1(C)C=CC=CC=1>[CH3:22][O:21]/[N:14]=[C:15](\[C:2]1[CH:3]=[N:4][CH:5]=[CH:6][CH:7]=1)/[C:16]([F:19])([F:18])[F:17] |f:3.4|. Procedure details: 3-Bromopyridine (11.28 g, 0.0714 mol) in dry ether (50 ml) was added dropwise to a solution of n-butyl lithium (49.1 ml of a 1.6M solution in hexane, 0.0785 mol) in ether (150 ml) at -78° C. over 15 minutes. The resulting suspension was stirred for a further 15 minutes before N-methyl-N-methoxytrifluoroacetamide (D4, 11.22 g, 0.0715 mol) in ether (15 ml) was added dropwise. The reaction mixture was allowed to warm to room temperature over 1 h then poured into stirred ice-cold 2M hydrochloric aci... The reactants are [BH3-]C#N, CCOC(=O)c1cc(C=O)c[nH]1, CC(=O)O, CO, [K+], [K+], Nc1ccccc1, [Na+], O=C([O-])[O-]. The product is CCOC(=O)c1cc(CNc2ccccc2)c[nH]1. Reaction SMILES: [C:20]([BH3-:21])#[N:22].[CH2:1]([CH3:2])[O:3][C:4](=[O:5])[c:6]1[nH:7][cH:8][c:9]([CH:11]=[O:12])[cH:10]1.[CH3:30][C:31](=[O:32])[OH:33].[CH3:34][OH:35].[K+:24].[K+:25].[NH2:13][c:14]1[cH:15][cH:16][cH:17][cH:18][cH:19]1.[Na+:23].[O-:26][C:27]([O-:28])=[O:29]>>[CH2:1]([CH3:2])[O:3][C:4](=[O:5])[c:6]1[nH:7][cH:8][c:9]([CH2:11][NH:13][c:14]2[cH:15][cH:16][cH:17][cH:18][cH:19]2)[cH:10]1. The reactants are N(=[N+]=[N-])[C@@H]1CC(OC2=NC(=C(C=C21)C2=CC=C(C=C2)Cl)C2=C(C=C(C=C2)Cl)Cl)(C)C ((4R)-4-Azido-6-(4-chlorophenyl)-7-(2,4-dichlorophenyl)-2,2-dimethyl-3,4-dihydro-2H-pyrano[2,3-b]pyridine), O (H2O), CP(C)C (trimethylphosphine). The solvent is C1CCOC1 (THF), C1CCOC1 (THF). Run at time 3 hour. The product is ClC1=CC=C(C=C1)C=1C=C2C(=NC1C1=C(C=C(C=C1)Cl)Cl)OC(C[C@H]2N)(C)C ((4R)-6-(4-Chlorophenyl)-7-(2,4-dichlorophenyl)-2,2-dimethyl-3,4-dihydro-2H-pyrano-[2,3-b]pyridin-4-amine). Reaction SMILES: [N:1]([C@H:4]1[C:13]2[C:8](=[N:9][C:10]([C:21]3[CH:26]=[CH:25][C:24]([Cl:27])=[CH:23][C:22]=3[Cl:28])=[C:11]([C:14]3[CH:19]=[CH:18][C:17]([Cl:20])=[CH:16][CH:15]=3)[CH:12]=2)[O:7][C:6]([CH3:30])([CH3:29])[CH2:5]1)=[N+]=[N-].O.CP(C)C>C1COCC1>[Cl:20][C:17]1[CH:16]=[CH:15][C:14]([C:11]2[CH:12]=[C:13]3[C@H:4]([NH2:1])[CH2:5][C:6]([CH3:30])([CH3:29])[O:7][C:8]3=[N:9][C:10]=2[C:21]2[CH:26]=[CH:25][C:24]([Cl:27])=[CH:23][C:22]=2[Cl:28])=[CH:19][CH:18]=1. Procedure details: To a solution of the product of Step A (9.5 g, 20.7 mmol) in 50 mL of THF was added 2.5 mL of H2O and 31.0 mL of trimethylphosphine in THF (1.0 M, 31.0 mmol). After stirring at rt for 3 h, the solvent was evaporated. Chromatography on a Biotage 40+M cartridge using 1:19 v/v CH3OH/CH2Cl2 as the eluant afforded the product: 1H NMR δ 1.42 (s, 3H), 1.54 (s, 3H), 1.78 (t, J=12.5, 1H), 2.18 (dd, J=5.9, 13.4, 1H), 4.16 (dd, J=6.0, 11.7, 1H), 7.04 (d, J=8.5, 2H), 7.17-7.26 (m, 5H), 7.93 (s, 1H). Reactants: O=C1N(C(C=C1)=O)CCCCCC(=O)N[C@@H](C(C)C)C(=O)N[C@@H](CCCNC(N)=O)C(=O)NC1=CC=C(C=C1)COC(=O)N1CCN(CC1)C(=O)OC(C)(C)C (N-[6-(2,5-dioxo-2,5-dihydro-1H-pyrrol-1-yl)hexanoyl]-L-valyl-N-{4-[({[4-(tert-butoxycarbonyl)piperazin-1-yl]carbonyl}oxy)methyl]phenyl}-N5-carbamoyl-L-omithinamide), FC(C(=O)O)(F)F (trifluoroacetic acid), C(C)OCC (diethyl ether). Solvent: ClCCl (dichloromethane). Conditions: time 15 minute. Yields the product O=C1N(C(C=C1)=O)CCCCCC(=O)N[C@@H](C(C)C)C(=O)N[C@@H](CCCNC(N)=O)C(=O)NC1=CC=C(C=C1)COC(=O)N1CCNCC1 (N-[6-(2,5-dioxo-2,5-dihydro-1H-pyrrol-1-yl)hexanoyl]-L-valyl-N5-carbamoyl-N-(4-{[(piperazin-1-ylcarbonyl)oxy]methyl}phenyl)-L-ornithinamide). The yield is 104.2%. RXN SMILES: [O:1]=[C:2]1[CH:6]=[CH:5][C:4](=[O:7])[N:3]1[CH2:8][CH2:9][CH2:10][CH2:11][CH2:12][C:13]([NH:15][C@H:16]([C:20]([NH:22][C@H:23]([C:31]([NH:33][C:34]1[CH:39]=[CH:38][C:37]([CH2:40][O:41][C:42]([N:44]2[CH2:49][CH2:48][N:47](C(OC(C)(C)C)=O)[CH2:46][CH2:45]2)=[O:43])=[CH:36][CH:35]=1)=[O:32])[CH2:24][CH2:25][CH2:26][NH:27][C:28](=[O:30])[NH2:29])=[O:21])[CH:17]([CH3:19])[CH3:18])=[O:14].FC(F)(F)C(O)=O.C(OCC)C>ClCCl>[O:1]=[C:2]1[CH:6]=[CH:5][C:4](=[O:7])[N:3]1[CH2:8][CH2:9][CH2:10][CH2:11][CH2:12][C:13]([NH:15][C@H:16]([C:20]([NH:22][C@H:23]([C:31]([NH:33][C:34]1[CH:35]=[CH:36][C:37]([CH2:40][O:41][C:42]([N:44]2[CH2:45][CH2:46][NH:47][CH2:48][CH2:49]2)=[O:43])=[CH:38][CH:39]=1)=[O:32])[CH2:24][CH2:25][CH2:26][NH:27][C:28](=[O:30])[NH2:29])=[O:21])[CH:17]([CH3:19])[CH3:18])=[O:14]. Procedure details: Step 2 The intermediate 59 (22.0 mg) was treated with trifluoroacetic acid (327 mg, 2.87 mmol) in anhydrous dichloromethane (0.12 ml). The reaction mixture was stirred at room temperature for 15 minutes, until disappearance of the starting material (HPLC-MS analysis). After that, the reaction mixture was treated with diethyl ether (20 ml) and the residue thus obtained was rinsed with diethyl ether (2×10 ml): the product N-[6-(2,5-dioxo-2,5-dihydro-1H-pyrrol-1-yl)hexanoyl]-L-valyl-N5-carbamoyl-N-... The reactants are C1(CCCCC1)C1=C(C=C(O)C=C1)O (4-cyclohexylresorcinol). The reagents and catalysts are [Ni] (Raney nickel). Run in [OH-].[Na+] (sodium hydroxide). Product: O=C1CC(CCC1C1CCCCC1)=O (1,3-dioxo-6-cyclohexyl-cyclohexane). Isolated yield 63.8%. Reaction SMILES: [CH:1]1([C:7]2[CH:13]=[CH:12][C:10]([OH:11])=[CH:9][C:8]=2[OH:14])[CH2:6][CH2:5][CH2:4][CH2:3][CH2:2]1>[OH-].[Na+].[Ni]>[O:14]=[C:8]1[CH:7]([CH:1]2[CH2:6][CH2:5][CH2:4][CH2:3][CH2:2]2)[CH2:13][CH2:12][C:10](=[O:11])[CH2:9]1 |f:1.2|. Procedure: 20.0 g (0.104 mol) of 4-cyclohexylresorcinol are dissolved in 40 ml of ten percent strength sodium hydroxide solution and are hydrogenated in the presence of 5 g of Raney nickel in an autoclave at 90° under 20 bar for 5 hours. The reaction mixture is rinsed out of the autoclave with alcohol. After removal of the catalyst, 100 ml of 90 percent strength acetic acid are slowly added to the solution. After addition of water, the reaction product crystallises out. It is dried in vacuo over NaOH. 12.9... Starting materials: CN(C)c1ccncc1, COc1cc2nccc(Cl)c2cc1OC, Oc1ccc(-c2cnc(Nc3ccccc3)nc2)cc1F, [Na+], C1COCCO1, [OH-], c1ccncc1. The product is COc1cc2nccc(Oc3ccc(-c4cnc(Nc5ccccc5)nc4)cc3F)c2cc1OC. Reaction SMILES: [CH3:49][N:50]([c:51]1[cH:52][cH:53][n:54][cH:55][cH:56]1)[CH3:57].[Cl:1][c:2]1[cH:3][cH:4][n:5][c:6]2[cH:7][c:8]([O:14][CH3:15])[c:9]([O:12][CH3:13])[cH:10][c:11]12.[F:16][c:17]1[c:18]([OH:36])[cH:19][cH:20][c:21](-[c:23]2[cH:24][n:25][c:26]([NH:29][c:30]3[cH:31][cH:32][cH:33][cH:34][cH:35]3)[n:27][cH:28]2)[cH:22]1.[Na+:59].[O:37]1[CH2:38][CH2:39][O:40][CH2:41][CH2:42]1.[OH-:58].[cH:43]1[cH:44][cH:45][n:46][cH:47][cH:48]1>>[c:2]1([O:36][c:18]2[c:17]([F:16])[cH:22][c:21](-[c:23]3[cH:24][n:25][c:26]([NH:29][c:30]4[cH:31][cH:32][cH:33][cH:34][cH:35]4)[n:27][cH:28]3)[cH:20][cH:19]2)[cH:3][cH:4][n:5][c:6]2[cH:7][c:8]([O:14][CH3:15])[c:9]([O:12][CH3:13])[cH:10][c:11]12.